From a dataset of the Open Reaction Database (ORD), a public repository of structured organic reaction records. describe an organic reaction: reactants, conditions, products, and yield Yields the product C1=CC(=CC=C1C[C@H](C(=O)O)N)I (D-4-iodophenylalanine). Reaction SMILES: II.I([O-])(=O)=O.[Na+].[NH2:8][C@@H:9]([C:17]([OH:19])=[O:18])[CH2:10][C:11]1[CH:16]=[CH:15][CH:14]=[CH:13][CH:12]=1.S(=O)(=O)(O)O.[I:25]([O-])(=O)(=O)=O.[Na+]>C(O)(=O)C>[CH:16]1[C:11]([CH2:10][C@@H:9]([NH2:8])[C:17]([OH:19])=[O:18])=[CH:12][CH:13]=[C:14]([I:25])[CH:15]=1 |f:1.2,5.6|. Reaction conditions: time 24 hour. Reactants: II (iodine), I(=O)(=O)[O-].[Na+] (sodium iodate), N[C@H](CC1=CC=CC=C1)C(=O)O (D-phenylalanine), S(O)(O)(=O)=O (sulfuric acid), I(=O)(=O)(=O)[O-].[Na+] (sodium periodate). Procedure details: 12.3 g (48 mmol) of iodine and 5.1 g (24 mmol) of sodium iodate were added to 20 g (121 mmol) of D-phenylalanine, 14.5 ml of concentrated sulfuric acid and 110 ml of acetic acid, and they were stirred for 24 hours. After cooling, 0.5 g of sodium periodate was added thereto, and the solvent was evaporated at 35° C. under reduced pressure. Water was added to the reaction mixture and the resultant mixture was washed with dichloromethane trice. The aqueous phase was neutralized with 1 N aqueous sodi... The solvent is C(C)(=O)O (acetic acid).